Dataset: the Open Reaction Database (ORD), a public repository of structured organic reaction records. Task: describe an organic reaction: reactants, conditions, products, and yield The reactants are [OH-].[Na+] (sodium hydroxide), BrC1=NNC(=N1)[N+](=O)[O-] (3-bromo-5-nitro-1H-1,2,4-triazole), S(=O)(=O)(OC)OC (dimethyl sulphate). The solvent is CC(=O)C (acetone). Reaction conditions: time 18 hour. Yields the product BrC1=NC(=NN1C)[N+](=O)[O-] (5-Bromo-1-methyl-3-nitro-1H-1,2,4-triazole). The yield is 42.7%. As a reaction SMILES: [Br:1][C:2]1[N:6]=[C:5]([N+:7]([O-:9])=[O:8])[NH:4][N:3]=1.[OH-].[Na+].S(OC)(O[CH3:16])(=O)=O>CC(C)=O>[Br:1][C:2]1[N:3]([CH3:16])[N:4]=[C:5]([N+:7]([O-:9])=[O:8])[N:6]=1 |f:1.2|. Procedure details: A stirred solution of 3-bromo-5-nitro-1H-1,2,4-triazole (13.1 g) in acetone (100 ml) was cooled to 0° and treated with 10% sodium hydroxide solution (30 ml), followed by dimethyl sulphate (9.5 g). After 18 h at room temperature, the mixture was evaporated in vacuo; the residue was diluted with water and extracted with ethyl acetate. The combined extracts were washed with 2N sodium hydroxide solution, water, and evaporated in vacuo. The resulting solid was recrystallized from a mixture of ethyl a...